From a dataset of the Open Reaction Database (ORD), a public repository of structured organic reaction records. describe an organic reaction: reactants, conditions, products, and yield Yield: 67.3%. Starting materials: NC=1C(=NC=CC1)Cl (3-amino-2-chloropyridine), FC(CO)(F)F (2,2,2-trifluoroethanol), CS(=O)(=O)O (methanesulfonic acid), N(=O)OC(C)(C)C (t-butyl nitrite), solution, C([O-])(O)=O.[Na+] (sodium bicarbonate). As a reaction SMILES: N[C:2]1[C:3]([Cl:8])=[N:4][CH:5]=[CH:6][CH:7]=1.[F:9][C:10]([F:14])([F:13])[CH2:11][OH:12].CS(O)(=O)=O.N(OC(C)(C)C)=O.C(=O)(O)[O-].[Na+]>>[Cl:8][C:3]1[C:2]([O:12][CH2:11][C:10]([F:14])([F:13])[F:9])=[CH:7][CH:6]=[CH:5][N:4]=1 |f:4.5|. Yields the product ClC1=NC=CC=C1OCC(F)(F)F (2-chloro-3-(2,2,2-trifluoroethoxy)pyridine), crude oil. Reported procedure: A reactor vessel is charged with 3-amino-2-chloropyridine (5.4 g, 42 mmol), 2,2,2-trifluoroethanol (50 g, 500 mmol), and methanesulfonic acid (4.1 g, 43 mmol). The solution is heated to the range 55° C. to 60° C. and then t-butyl nitrite (5.3 g of a 90% solution, 46 mmol) is added drop-wise to the vessel while maintaining the temperature at 60° C. to 65° C. After nitrogen evolution ceases, the solution is cooled, neutralized with aqueous saturated sodium bicarbonate solution and then extracted w... The reactants are CC(C)(C)[Si](C)(C)Cl, CN(C)C=O, CC(C)Cn1c(=O)n(C)c(=O)c2cc(C(O)c3cccc4ccccc34)sc21, c1c[nH]cn1. Product: CC(C)Cn1c(=O)n(C)c(=O)c2cc(C(O[Si](C)(C)C(C)(C)C)c3cccc4ccccc34)sc21. RXN SMILES: [CH3:1][Si:2]([C:3]([CH3:4])([CH3:5])[CH3:6])([CH3:7])[Cl:8].[CH3:42][N:43]([CH3:44])[CH:45]=[O:46].[OH:14][CH:15]([c:16]1[cH:17][cH:18][cH:19][c:20]2[cH:21][cH:22][cH:23][cH:24][c:25]12)[c:26]1[cH:27][c:28]2[c:29]([n:30]([CH2:37][CH:38]([CH3:39])[CH3:40])[c:31](=[O:36])[n:32]([CH3:35])[c:33]2=[O:34])[s:41]1.[nH:9]1[cH:10][cH:11][n:12][cH:13]1>>[CH3:1][Si:2]([C:3]([CH3:4])([CH3:5])[CH3:6])([CH3:7])[O:14][CH:15]([c:16]1[cH:17][cH:18][cH:19][c:20]2[cH:21][cH:22][cH:23][cH:24][c:25]12)[c:26]1[cH:27][c:28]2[c:29]([n:30]([CH2:37][CH:38]([CH3:39])[CH3:40])[c:31](=[O:36])[n:32]([CH3:35])[c:33]2=[O:34])[s:41]1. The reactants are C(C1=CC=CC=C1)OC(=O)N1[C@@H](CCC1)C=1N=C2N(C=CC=C2Br)C1 ((S)-benzyl-2-(8-bromoimidazo[1,2-a]pyridin-2-yl)pyrrolidine-1-carboxylate), crude material, C1(=C(C=CC=C1)B(O)O)C (o-tolyl boronic acid), C([O-])([O-])=O.[K+].[K+] (potassium carbonate). Reagents/catalysts: C=1C=CC(=CC1)[P](C=2C=CC=CC2)(C=3C=CC=CC3)[Pd]([P](C=4C=CC=CC4)(C=5C=CC=CC5)C=6C=CC=CC6)([P](C=7C=CC=CC7)(C=8C=CC=CC8)C=9C=CC=CC9)[P](C=1C=CC=CC1)(C=1C=CC=CC1)C=1C=CC=CC1 (tetrakis(triphenylphosphine)palladium(0)). The product is C1(=C(C=CC=C1)C=1C=2N(C=CC1)C=C(N2)[C@H]2N(CCC2)C(=O)OCC2=CC=CC=C2)C ((2S)-benzyl 2-(8-o-tolylimidazo[1,2-a]pyridin-2-yl)pyrrolidine-1-carboxylate). The yield is 96.8%. As a reaction SMILES: [CH2:1]([O:8][C:9]([N:11]1[CH2:15][CH2:14][CH2:13][C@H:12]1[C:16]1[N:17]=[C:18]2[C:23](Br)=[CH:22][CH:21]=[CH:20][N:19]2[CH:25]=1)=[O:10])[C:2]1[CH:7]=[CH:6][CH:5]=[CH:4][CH:3]=1.[C:26]1([CH3:35])[CH:31]=[CH:30][CH:29]=[CH:28][C:27]=1B(O)O.C(=O)([O-])[O-].[K+].[K+]>C1C=CC([P]([Pd]([P](C2C=CC=CC=2)(C2C=CC=CC=2)C2C=CC=CC=2)([P](C2C=CC=CC=2)(C2C=CC=CC=2)C2C=CC=CC=2)[P](C2C=CC=CC=2)(C2C=CC=CC=2)C2C=CC=CC=2)(C2C=CC=CC=2)C2C=CC=CC=2)=CC=1>[C:26]1([CH3:35])[CH:31]=[CH:30][CH:29]=[CH:28][C:27]=1[C:23]1[C:18]2[N:19]([CH:25]=[C:16]([C@@H:12]3[CH2:13][CH2:14][CH2:15][N:11]3[C:9]([O:8][CH2:1][C:2]3[CH:7]=[CH:6][CH:5]=[CH:4][CH:3]=3)=[O:10])[N:17]=2)[CH:20]=[CH:21][CH:22]=1 |f:2.3.4,^1:45,47,66,85|. Procedure details: Following procedures of example 14, (S)-benzyl-2-(8-bromoimidazo[1,2-a]pyridin-2-yl)pyrrolidine-1-carboxylate (0.250 g, 0.62 mmol), o-tolyl boronic acid (0.1101 g, 0.81 mmol), potassium carbonate (0.1292 g, 0.93 mmol), and tetrakis(triphenylphosphine)palladium(0) (0.0360 g, 0.03 mmol) were reacted to give crude (2S)-benzyl 2-(8-o-tolylimidazo[1,2-a]pyridin-2-yl)pyrrolidine-1-carboxylate. The crude material was adsorbed onto silica gel and purified by flash chromatography (4 g SiO2, 0-70% ethyl a...